From a dataset of the Open Reaction Database (ORD), a public repository of structured organic reaction records. describe an organic reaction: reactants, conditions, products, and yield Starting materials: Cl.COC1=CC=C(CN(N)C2=CC=C(C=C2)F)C=C1 (1-(4-methoxybenzyl)-1-(4-fluorophenyl)hydrazine hydrochloride), CCOC(=O)CC1CCCCC1=O (ethyl 2-cyclohexanone acetate). Product: COC1=CC=C(CN2C3=CC=C(C=C3C=3CCCC(C23)CC(=O)O)F)C=C1 (9-p-methoxybenzyl-6-fluoro-1,2,3,4-tetrahydrocarbazol-1-yl-acetic acid). As a reaction SMILES: Cl.[CH3:2][O:3][C:4]1[CH:19]=[CH:18][C:7]([CH2:8][N:9]([C:11]2[CH:16]=[CH:15][C:14]([F:17])=[CH:13][CH:12]=2)N)=[CH:6][CH:5]=1.CC[O:22][C:23]([CH2:25][CH:26]1[C:31](=O)[CH2:30][CH2:29][CH2:28][CH2:27]1)=[O:24]>>[CH3:2][O:3][C:4]1[CH:19]=[CH:18][C:7]([CH2:8][N:9]2[C:27]3[CH:26]([CH2:25][C:23]([OH:24])=[O:22])[CH2:31][CH2:30][CH2:29][C:28]=3[C:16]3[C:11]2=[CH:12][CH:13]=[C:14]([F:17])[CH:15]=3)=[CH:6][CH:5]=1 |f:0.1|. Reported procedure: Following the procedure of Example 1, but using 1-(4-methoxybenzyl)-1-(4-fluorophenyl)hydrazine hydrochloride and ethyl 2-cyclohexanone acetate as starting materials, the title compound was prepared. The reactants are [N+](=O)([O-])C1=CC=C(C=C1)N1CCNCC1 (1-(4-nitro-phenyl)-piperazine), COC(CCBr)=O (3-bromopropionic acid methyl ester), C(=O)(O)[O-].[Na+] (NaHCO3), O (Water). The solvent is CN(C)C=O (DMF). Run at time 16 hour. Yields the product COC(CCN1CCN(CC1)C1=CC=C(C=C1)[N+](=O)[O-])=O (3-[4-(4-Nitro-phenyl)-piperazin-1-yl]-propionic acid methyl ester). The yield is 63.5%. RXN SMILES: [N+:1]([C:4]1[CH:9]=[CH:8][C:7]([N:10]2[CH2:15][CH2:14][NH:13][CH2:12][CH2:11]2)=[CH:6][CH:5]=1)([O-:3])=[O:2].[CH3:16][O:17][C:18](=[O:22])[CH2:19][CH2:20]Br.O.C([O-])(O)=O.[Na+]>CN(C=O)C>[CH3:16][O:17][C:18](=[O:22])[CH2:19][CH2:20][N:13]1[CH2:14][CH2:15][N:10]([C:7]2[CH:6]=[CH:5][C:4]([N+:1]([O-:3])=[O:2])=[CH:9][CH:8]=2)[CH2:11][CH2:12]1 |f:3.4|. Reported procedure: To a solution of 1-(4-nitro-phenyl)-piperazine (2 g, 9.66 mmol) in DMF (10 mL) was added 3-bromopropionic acid methyl ester (1.6 g, 9.66 mmol) and the mixture was stirred at ambient temperature for 16 h. Water was added to the reaction, followed by adjusting pH to 7 with sat. aqueous NaHCO3. The resulting precipitate was collected by filtration and washed with water to furnish the title compound as a yellow solid (1.8 g, 63.6%): MS (ESI) m/z 294 (M+H); 1H NMR (400 MHz, CDCl3) δ 2.55 (t, J=7.2 Hz... Starting materials: C(C)(C)(C)C1=CC=C(C(=O)NC2=CC=C(C(=O)OCC)C=C2)C=C1 (ethyl 4-[N-(4-t-butylbenzoyl)]aminobenzoate), P(Cl)(Cl)(Cl)(Cl)Cl (phosphorus pentachloride), NC1=CC=C(C(=O)OCC)C=C1 (ethyl 4-aminobenzoate). Product: C(C)OC(=O)C1=CC=C(C=C1)NC(C1=CC=C(C=C1)C(C)(C)C)=NC1=CC=C(C=C1)C(=O)OCC (N,N'-Bis(4-ethoxycarbonylphenyl)-4-t-butylbenzamidine). RXN SMILES: [C:1]([C:5]1[CH:24]=[CH:23][C:8]([C:9]([NH:11][C:12]2[CH:22]=[CH:21][C:15]([C:16]([O:18][CH2:19][CH3:20])=[O:17])=[CH:14][CH:13]=2)=O)=[CH:7][CH:6]=1)([CH3:4])([CH3:3])[CH3:2].P(Cl)(Cl)(Cl)(Cl)Cl.[NH2:31][C:32]1[CH:42]=[CH:41][C:35]([C:36]([O:38][CH2:39][CH3:40])=[O:37])=[CH:34][CH:33]=1>>[CH2:19]([O:18][C:16]([C:15]1[CH:21]=[CH:22][C:12]([NH:11][C:9](=[N:31][C:32]2[CH:33]=[CH:34][C:35]([C:36]([O:38][CH2:39][CH3:40])=[O:37])=[CH:41][CH:42]=2)[C:8]2[CH:23]=[CH:24][C:5]([C:1]([CH3:4])([CH3:3])[CH3:2])=[CH:6][CH:7]=2)=[CH:13][CH:14]=1)=[O:17])[CH3:20]. Procedure details: N,N'-Bis(4-ethoxycarbonylphenyl)-4-t-butylbenzamidine (14) was prepared from ethyl 4-[N-(4-t-butylbenzoyl)]aminobenzoate, phosphorus pentachloride, and ethyl 4-aminobenzoate; yellow solid: mp 212°-219° C. 1H-NMR (CDCl3) 8.0-7.0 (m, 12H), 6.0 (br s, 1H), 4.3 (q, 4H, J=7 Hz), 1.4 (t, 6H, J=7 Hz), 1.3 (s, 9H); IR (Nujol) 3330, 1710, 1590; MS (m/e) 472 (M+), 308 (base).